From a dataset of the Open Reaction Database (ORD), a public repository of structured organic reaction records. describe an organic reaction: reactants, conditions, products, and yield The reactants are CC(=O)OC(C)=O, CC1CN(Cc2ccccc2)CC1N. The product is CC(=O)NC1CN(Cc2ccccc2)CC1C. RXN SMILES: [CH3:15][C:16](=[O:17])[O:18][C:19](=[O:20])[CH3:21].[NH2:1][CH:2]1[CH2:3][N:4]([CH2:8][c:9]2[cH:10][cH:11][cH:12][cH:13][cH:14]2)[CH2:5][CH:6]1[CH3:7]>>[NH:1]([CH:2]1[CH2:3][N:4]([CH2:8][c:9]2[cH:10][cH:11][cH:12][cH:13][cH:14]2)[CH2:5][CH:6]1[CH3:7])[C:16]([CH3:15])=[O:17]. Starting materials: solid, BrC1=CC(=CC=2C(=C3N(C12)CCNC3=O)C)C#N (6-bromo-10-methyl-1-oxo-1,2,3,4-tetrahydro-pyrazino[1,2-a]indole-8-carbonitrile), BrC1=CC(=CC=2C(=C3N(C12)CCNC3=O)C)C#N (6-bromo-10-methyl-1-oxo-1,2,3,4-tetrahydro-pyrazino[1,2-a]indole-8-carbonitrile), FC=1C=C(C=CC1F)B(O)O (3,4-difluoro-phenylboronic acid). The product is FC=1C=C(C=CC1F)C1=CC(=CC=2C(=C3N(C12)CCNC3=O)C)C#N (6-(3,4-Difluoro-phenyl)-10-methyl-1-oxo-1,2,3,4-tetrahydro-pyrazino[1,2-a]indole-8-carbonitrile). As a reaction SMILES: Br[C:2]1[C:10]2[N:9]3[CH2:11][CH2:12][NH:13][C:14](=[O:15])[C:8]3=[C:7]([CH3:16])[C:6]=2[CH:5]=[C:4]([C:17]#[N:18])[CH:3]=1.[F:19][C:20]1[CH:21]=[C:22](B(O)O)[CH:23]=[CH:24][C:25]=1[F:26]>>[F:19][C:20]1[CH:21]=[C:22]([C:2]2[C:10]3[N:9]4[CH2:11][CH2:12][NH:13][C:14](=[O:15])[C:8]4=[C:7]([CH3:16])[C:6]=3[CH:5]=[C:4]([C:17]#[N:18])[CH:3]=2)[CH:23]=[CH:24][C:25]=1[F:26]. Reported procedure: The title compound, light grey solid (73 mg, 87%), MS (ISP) m/z=338.5 [(M+H)+], mp 243° C., was prepared in accordance with the general method of example 1 from 6-bromo-10-methyl-1-oxo-1,2,3,4-tetrahydro-pyrazino[1,2-a]indole-8-carbonitrile (intermediate 16) (76 mg, 0.25 mmol) and commercially available 3,4-difluoro-phenylboronic acid (51.3 mg, 0.325 mmol). The reactants are ClC=1C=C(COC2=CC=C(C=C2)[C@@H]2OC=3C(=CC=4C[C@H](N(CC4C3)[C@@H](CC)C3=CC=CC=C3)C(=O)O)OC2)C=CC1Cl ((3S,8S)-3-[4-(3,4-dichloro-benzyloxy)-phenyl]-7-((S)-1-phenyl-propyl)-2,3,6,7,8,9-hexahydro-[1,4]dioxino[2,3-g]isoquinoline-8-carboxylic acid), Cl.COC([C@H](CC1=CC=C(C=C1)C1=CC=C(C=C1)OC)N)=O ((S)-2-amino-3-(4′-methoxy-biphenyl-4-yl)-propionic acid methyl ester hydrochloride). The product is ClC=1C=C(COC2=CC=C(C=C2)[C@@H]2OC=3C(=CC=4C[C@H](N(CC4C3)[C@@H](CC)C3=CC=CC=C3)C(=O)N[C@H](C(=O)O)CC3=CC=C(C=C3)C3=CC=C(C=C3)OC)OC2)C=CC1Cl ((S)-2-{[(3S,8S)-3-[4-(3,4-Dichloro-benzyloxy)-phenyl]-7-((S)-1-phenyl-propyl)-2,3,6,7,8,9-hexahydro-[1,4]dioxino[2,3-g]isoquinoline-8-carbonyl]-amino}-3-(4′-methoxy-biphenyl-4-yl)-propionic acid). RXN SMILES: [Cl:1][C:2]1[CH:3]=[C:4]([CH:39]=[CH:40][C:41]=1[Cl:42])[CH2:5][O:6][C:7]1[CH:12]=[CH:11][C:10]([C@H:13]2[CH2:38][O:37][C:16]3=[CH:17][C:18]4[CH2:19][C@@H:20]([C:34]([OH:36])=O)[N:21]([C@H:25]([C:28]5[CH:33]=[CH:32][CH:31]=[CH:30][CH:29]=5)[CH2:26][CH3:27])[CH2:22][C:23]=4[CH:24]=[C:15]3[O:14]2)=[CH:9][CH:8]=1.Cl.C[O:45][C:46](=[O:64])[C@@H:47]([NH2:63])[CH2:48][C:49]1[CH:54]=[CH:53][C:52]([C:55]2[CH:60]=[CH:59][C:58]([O:61][CH3:62])=[CH:57][CH:56]=2)=[CH:51][CH:50]=1>>[Cl:1][C:2]1[CH:3]=[C:4]([CH:39]=[CH:40][C:41]=1[Cl:42])[CH2:5][O:6][C:7]1[CH:8]=[CH:9][C:10]([C@H:13]2[CH2:38][O:37][C:16]3=[CH:17][C:18]4[CH2:19][C@@H:20]([C:34]([NH:63][C@@H:47]([CH2:48][C:49]5[CH:54]=[CH:53][C:52]([C:55]6[CH:56]=[CH:57][C:58]([O:61][CH3:62])=[CH:59][CH:60]=6)=[CH:51][CH:50]=5)[C:46]([OH:64])=[O:45])=[O:36])[N:21]([C@H:25]([C:28]5[CH:29]=[CH:30][CH:31]=[CH:32][CH:33]=5)[CH2:26][CH3:27])[CH2:22][C:23]=4[CH:24]=[C:15]3[O:14]2)=[CH:11][CH:12]=1 |f:1.2|. Reported procedure: The title compound (16 mg) was prepared from (3S,8S)-3-[4-(3,4-dichloro-benzyloxy)-phenyl]-7-((S)-1-phenyl-propyl)-2,3,6,7,8,9-hexahydro-[1,4]dioxino[2,3-g]isoquinoline-8-carboxylic acid (30 mg) and (S)-2-amino-3-(4′-methoxy-biphenyl-4-yl)-propionic acid methyl ester hydrochloride according to General Procedures L and B. LCMS (m/z): 858. Reactants: ClC1=NC=NC2=CC=CC=C12 (4-chloroquinazoline), N1CC(C2=CC=CC=C12)CC(=O)OCC (ethyl indolin-3-ylacetate). Solvent: COCCOC (1,2-dimethoxyethane). Product: N1=CN=C(C2=CC=CC=C12)N1CC(C2=CC=CC=C12)CC(=O)OCC (ethyl 1-quinazolin-4-ylindolin-3-ylacetate). RXN SMILES: Cl[C:2]1[C:11]2[C:6](=[CH:7][CH:8]=[CH:9][CH:10]=2)[N:5]=[CH:4][N:3]=1.[NH:12]1[C:20]2[C:15](=[CH:16][CH:17]=[CH:18][CH:19]=2)[CH:14]([CH2:21][C:22]([O:24][CH2:25][CH3:26])=[O:23])[CH2:13]1>COCCOC>[N:5]1[C:6]2[C:11](=[CH:10][CH:9]=[CH:8][CH:7]=2)[C:2]([N:12]2[C:20]3[C:15](=[CH:16][CH:17]=[CH:18][CH:19]=3)[CH:14]([CH2:21][C:22]([O:24][CH2:25][CH3:26])=[O:23])[CH2:13]2)=[N:3][CH:4]=1. Procedure: A mixture of 4-chloroquinazoline (2.3g.) and ethyl indolin-3-ylacetate (2.6g.) in 1,2-dimethoxyethane (30ml.) was heated under reflux for 15 minutes. The mixture was cooled and filtered, and the solid residue was dissolved in ice-water (40ml.). To the solution was added saturated sodium acetate solution (10ml.), and the mixture was extracted with ethyl acetate (3 × 50ml.). The combined extracts were dried (Na2SO4), and the solvent evaporated in vacuo to give ethyl 1-quinazolin-4-ylindolin-3-ylac...